describe an organic reaction: reactants, conditions, products, and yield From a dataset of the Open Reaction Database (ORD), a public repository of structured organic reaction records. Reactants: O=C(O)Cc1cccc(OCc2ccccc2)c1, ClCCl, O=C(OC(=O)C(F)(F)F)C(F)(F)F, c1ccoc1. Product: O=C(Cc1cccc(OCc2ccccc2)c1)c1ccco1. As a reaction SMILES: [CH2:1]([c:2]1[cH:3][cH:4][cH:5][cH:6][cH:7]1)[O:8][c:9]1[cH:10][c:11]([CH2:15][C:16](=[O:17])[OH:18])[cH:12][cH:13][cH:14]1.[Cl:37][CH2:38][Cl:39].[F:24][C:25]([F:26])([F:27])[C:28]([O:29][C:30](=[O:31])[C:32]([F:33])([F:34])[F:35])=[O:36].[cH:19]1[cH:20][cH:21][o:22][cH:23]1>>[CH2:1]([c:2]1[cH:3][cH:4][cH:5][cH:6][cH:7]1)[O:8][c:9]1[cH:10][c:11]([CH2:15][C:16](=[O:18])[c:21]2[cH:20][cH:19][cH:23][o:22]2)[cH:12][cH:13][cH:14]1. Starting materials: C=1(C(O)=CC=C(CC=C)C1)OC (Eugenol), C(=O)(OC(C)(C)C)NCC(=O)O (Boc-glycine), CN1CCOCC1 (N-methyl morpholine), CCN=C=NCCCN(C)C.Cl (EDC.HCl). Reagents/catalysts: CN(C)C=1C=CN=CC1 (DMAP). The solvent is C(Cl)Cl (DCM), C(Cl)Cl (DCM). Conditions: temperature 25 celsius, time 12 hour. Product: C(C=C)C1=CC(=C(C=C1)OC(CN)=O)OC (Amino-acetic acid 4-allyl-2-methoxy-phenyl ester). Yield: 74.5%. As a reaction SMILES: [C:1]1([O:11][CH3:12])[C:2](=[CH:4][CH:5]=[C:6]([CH:10]=1)[CH2:7][CH:8]=[CH2:9])[OH:3].C([NH:20][CH2:21][C:22](O)=[O:23])(OC(C)(C)C)=O.CN1CCOCC1.CCN=C=NCCCN(C)C.Cl>C(Cl)Cl.CN(C1C=CN=CC=1)C>[CH2:7]([C:6]1[CH:5]=[CH:4][C:2]([O:3][C:22](=[O:23])[CH2:21][NH2:20])=[C:1]([O:11][CH3:12])[CH:10]=1)[CH:8]=[CH2:9] |f:3.4|. Procedure details: To a solution of Eugenol (0.3 g, 1.82 mmol) in DCM (20 mL), was added Boc-glycine (0.35 g, 2.01 mmol), N-methyl morpholine (0.65 mL, 6.00 mmol), EDC.HCl (0.76 g, 4.0 mmol) and DMAP at ice temperature. The mixture was allowed to stir at room temperature (25° C.) over a period of 12 h. The resulting mixture was diluted with DCM (100 mL), washed with water (2×50 mL) and dried over sodium sulphate. The crude product obtained upon evaporation of the solvent was purified by silica gel column chromatog... The reactants are SC1=CC(N(C(N1CC(C)C)=O)C)=O (6-Mercapto-3-methyl-1-(isobutyl)-pyrimidine-2,4(1H,3H)-dione), BrC(C(C(=O)OC)=O)C (methyl 3-bromo-2-oxo-butanoate), ice, oil, ice water. The reagents and catalysts are [Ti](Cl)(Cl)(Cl)Cl (titanium tetrachloride). Solvent: C(C)(=O)[O-].[Na+] (sodium acetate), O (water), C(Cl)Cl (methylene chloride). Yields the product CN1C(N(C2=C(C1=O)C(=C(S2)C)C(=O)OC)CC(C)C)=O (Methyl 1,2,3,4-tetrahydro-3,6-dimethyl-1-(isobutyl)-2,4-dioxothieno[2,3-d]pyrimidine-5-carboxylate). Isolated yield 59.2%. RXN SMILES: [SH:1][C:2]1[N:7]([CH2:8][CH:9]([CH3:11])[CH3:10])[C:6](=[O:12])[N:5]([CH3:13])[C:4](=[O:14])[CH:3]=1.Br[CH:16]([CH3:23])[C:17](=O)[C:18]([O:20][CH3:21])=[O:19]>C([O-])(=O)C.[Na+].O.C(Cl)Cl.[Ti](Cl)(Cl)(Cl)Cl>[CH3:13][N:5]1[C:4](=[O:14])[C:3]2[C:17]([C:18]([O:20][CH3:21])=[O:19])=[C:16]([CH3:23])[S:1][C:2]=2[N:7]([CH2:8][CH:9]([CH3:11])[CH3:10])[C:6]1=[O:12] |f:2.3|. Procedure details: 6-Mercapto-3-methyl-1-(isobutyl)-pyrimidine-2,4(1H,3H)-dione (50 g) was dissolved in a solution of sodium acetate (95.6 g) in water (1.5 L), and methyl 3-bromo-2-oxo-butanoate (44.6 g) was added dropwise with stirring. After stirring 1 h at room temperature the mixture was extracted into ethyl acetate. The organic solution was washed with brine, dried (MgSO4) and evaporated to leave an oil. The oil (75.1 g) was dissolved in methylene chloride (800 ml) and cooled in an ice-bath under an atmospher... Reactants: ClC1=NC=C(C(=C1)I)C(F)(F)F (2-chloro-4-iodo-5-(trifluoromethyl)pyridine), N.CO (Ammonia Methanol). Reaction conditions: temperature 130 celsius. Yields the product ClC1=NC=C(C(=C1)N)C(F)(F)F (2-chloro-5-(trifluoromethyl)pyridin-4-amine). As a reaction SMILES: [Cl:1][C:2]1[CH:7]=[C:6](I)[C:5]([C:9]([F:12])([F:11])[F:10])=[CH:4][N:3]=1.[NH3:13].CO>>[Cl:1][C:2]1[CH:7]=[C:6]([NH2:13])[C:5]([C:9]([F:12])([F:11])[F:10])=[CH:4][N:3]=1 |f:1.2|. Procedure: 2-chloro-4-iodo-5-(trifluoromethyl)pyridine was dissolved in 7 M Ammonia/Methanol. It was heated in a Biotage Initiator microwave synthesizer at 130° C. for 1 h. A mixture of the 2- and 4-substituted products was obtained. The solvent was removed and the residue was purified by silica gel chromatography (DCM/MeOH) gradient. The pure title compound was isolated. The reactants are CCCCN1CCOc2ccc(C(=O)OC)cc21, CO, [K+], [OH-]. Product: CCCCN1CCOc2ccc(C(=O)O)cc21. Reaction SMILES: [CH2:1]([CH2:2][CH2:3][CH3:4])[N:5]1[CH2:6][CH2:7][O:8][c:9]2[c:10]1[cH:11][c:12]([C:15](=[O:16])[O:17][CH3:18])[cH:13][cH:14]2.[CH3:21][OH:22].[K+:20].[OH-:19]>>[CH2:1]([CH2:2][CH2:3][CH3:4])[N:5]1[CH2:6][CH2:7][O:8][c:9]2[c:10]1[cH:11][c:12]([C:15](=[O:16])[OH:17])[cH:13][cH:14]2.